From a dataset of the Open Reaction Database (ORD), a public repository of structured organic reaction records. describe an organic reaction: reactants, conditions, products, and yield Starting materials: [Mg] (magnesium), C(C)OCC (diethyl ether), C(C)OCC (diethyl ether), C(C)OCC (diethyl ether), ClC[Si](CC)(CC)CCl (bis(chloromethyl)diethylsilane), C(C)OCC (diethyl ether), C1=CC=C(C=C1)N(C2=CC=CC=C2)C3=CC=C(C=C3)Br (4-bromotriphenylamine). Reagents/catalysts: Cl[Ni]Cl (NiCl2). Solvent: O (water). The product is C1(=CC=CC=C1)N(C1=CC=C(C=C1)C[Si](CC)(CC)CC1=CC=C(C=C1)N(C1=CC=CC=C1)C1=CC=CC=C1)C1=CC=CC=C1 (bis(4-diphenylaminophenylmethyl)diethylsilane). Isolated yield 78.0%. As a reaction SMILES: [Mg].C(O[CH2:5][CH3:6])C.Cl[CH2:8][Si:9]([CH2:14]Cl)([CH2:12][CH3:13])[CH2:10][CH3:11].[CH:16]1[CH:21]=[CH:20][C:19]([N:22]([C:29]2[CH:34]=[CH:33][C:32](Br)=[CH:31][CH:30]=2)[C:23]2[CH:28]=[CH:27][CH:26]=[CH:25][CH:24]=2)=[CH:18][CH:17]=1>Cl[Ni]Cl.O>[C:23]1([N:22]([C:6]2[CH:5]=[CH:34][CH:29]=[CH:30][CH:31]=2)[C:19]2[CH:18]=[CH:17][C:16]([CH2:8][Si:9]([CH2:14][C:16]3[CH:21]=[CH:20][C:19]([N:22]([C:29]4[CH:34]=[CH:33][CH:32]=[CH:31][CH:30]=4)[C:23]4[CH:28]=[CH:27][CH:26]=[CH:25][CH:24]=4)=[CH:18][CH:17]=3)([CH2:12][CH3:13])[CH2:10][CH3:11])=[CH:21][CH:20]=2)[CH:24]=[CH:25][CH:26]=[CH:27][CH:28]=1. Reported procedure: 0.6 g (24.9 mmol) of metallic magnesium was placed in a 200-ml four-necked flask equipped with a mechanical stirrer, a condenser, a nitrogen-inlet tube and a dropping funnel, and the inside atmosphere was replaced with nitrogen. 100 ml of diethyl ether was added and stirring was initiated. To this solution, 20 ml of a diethyl ether solution of 3.7 g (20 mmol) of bis(chloromethyl)diethylsilane was gradually added dropwise. When about 5 ml was added, mild reflux began. Under reflux conditions, the... Reactants: O=C(CBr)c1ccc(Cl)cc1, O=C([O-])[O-], CCOC(=O)C=Cc1ccc(Cl)cc1NS(=O)(=O)c1ccc(C)cc1, Cl, [K+], [K+]. The product is CCOC(=O)C=Cc1ccc(Cl)cc1N(CC(=O)c1ccc(Cl)cc1)S(=O)(=O)c1ccc(C)cc1. RXN SMILES: [Br:32][CH2:33][C:34](=[O:35])[c:36]1[cH:37][cH:38][c:39]([Cl:42])[cH:40][cH:41]1.[C:26](=[O:27])([O-:28])[O-:29].[CH2:1]([CH3:2])[O:3][C:4]([CH:5]=[CH:6][c:7]1[c:8]([NH:14][S:15](=[O:16])(=[O:17])[c:18]2[cH:19][cH:20][c:21]([CH3:24])[cH:22][cH:23]2)[cH:9][c:10]([Cl:13])[cH:11][cH:12]1)=[O:25].[ClH:43].[K+:30].[K+:31]>>[CH2:1]([CH3:2])[O:3][C:4]([CH:5]=[CH:6][c:7]1[c:8]([N:14]([S:15](=[O:16])(=[O:17])[c:18]2[cH:19][cH:20][c:21]([CH3:24])[cH:22][cH:23]2)[CH2:33][C:34](=[O:35])[c:36]2[cH:37][cH:38][c:39]([Cl:42])[cH:40][cH:41]2)[cH:9][c:10]([Cl:13])[cH:11][cH:12]1)=[O:25]. Reactants: Cc1ccc(-n2nc(C(C)(C)C)cc2NC(=O)Nc2ccc(OCCc3ccnc(NC(=O)OC(C)(C)C)c3)c3ccccc23)cc1, ClCCl, O=C(O)C(F)(F)F. The product is Cc1ccc(-n2nc(C(C)(C)C)cc2NC(=O)Nc2ccc(OCCc3ccnc(N)c3)c3ccccc23)cc1. As a reaction SMILES: [C:1]([O:2][C:3](=[O:4])[NH:7][c:8]1[n:9][cH:10][cH:11][c:12]([CH2:14][CH2:15][O:16][c:17]2[cH:18][cH:19][c:20]([NH:27][C:28](=[O:29])[NH:30][c:31]3[cH:32][c:33]([C:43]([CH3:44])([CH3:45])[CH3:46])[n:34][n:35]3-[c:36]3[cH:37][cH:38][c:39]([CH3:42])[cH:40][cH:41]3)[c:21]3[cH:22][cH:23][cH:24][cH:25][c:26]23)[cH:13]1)([CH3:5])([CH3:6])[CH3:47].[Cl:55][CH2:56][Cl:57].[F:48][C:49]([F:50])([F:51])[C:52]([OH:53])=[O:54]>>[NH2:7][c:8]1[n:9][cH:10][cH:11][c:12]([CH2:14][CH2:15][O:16][c:17]2[cH:18][cH:19][c:20]([NH:27][C:28](=[O:29])[NH:30][c:31]3[cH:32][c:33]([C:43]([CH3:44])([CH3:45])[CH3:46])[n:34][n:35]3-[c:36]3[cH:37][cH:38][c:39]([CH3:42])[cH:40][cH:41]3)[c:21]3[cH:22][cH:23][cH:24][cH:25][c:26]23)[cH:13]1. Reactants: [OH-].[K+] (KOH), S(=O)(=O)(OC)OC (Dimethyl sulfate), C(C1=CC=CC=C1)N1C(NC2=CC=C(C(=C2C1=O)OC)OC)=O (3-benzyl-5,6-dimethoxyquinazolin-2,4(1H, 3H)-dione), [OH-].[K+] (KOH), aqueous solution. Reaction conditions: temperature 80 celsius. Product: C(C1=CC=CC=C1)N1C(N(C2=CC=C(C(=C2C1=O)OC)OC)C)=O (3-Benzyl-5,6-dimethoxy-1-methylquinazolin-2,4(1H, 3H)-dione). Reaction SMILES: S([O:6][CH3:7])(OC)(=O)=O.[CH2:8]([N:15]1[C:24](=[O:25])[C:23]2[C:18](=[CH:19][CH:20]=[C:21]([O:28][CH3:29])[C:22]=2[O:26][CH3:27])[NH:17][C:16]1=O)[C:9]1[CH:14]=[CH:13][CH:12]=[CH:11][CH:10]=1.[OH-].[K+]>>[CH2:8]([N:15]1[C:24](=[O:25])[C:23]2[C:18](=[CH:19][CH:20]=[C:21]([O:28][CH3:29])[C:22]=2[O:26][CH3:27])[N:17]([CH3:16])[C:7]1=[O:6])[C:9]1[CH:10]=[CH:11][CH:12]=[CH:13][CH:14]=1 |f:2.3|. Reported procedure: Dimethyl sulfate (1.442 g, 1.08 ml, 11.43 mM) was added to 3-benzyl-5,6-dimethoxyquinazolin-2,4(1H, 3H)-dione (1.20 g, 3.7 mM). The mixture was heated to 80° C. (oil bath temperature) and then heated at 80°-84° C. for five minutes with vigorous stirring. A white solid was present at all times. Aqueous KOH (~15 ml of a 5N aqueous solution) was added dropwise at 80°-90° C. until the pH of the reaction mixture became basic and stayed basic. Addition of the aqueous KOH took ~20 minutes. A white soli... Reactants: C(C)(C)(C)OC(NC1CCC(CC1)NC=1C=2N(C=CN1)C(=CN2)C2=NC(=CC=C2)NCC2=CC(=CC=C2)Cl)=O ((4-{3-[6-(3-chloro-benzylamino)-pyridin-2-yl]-imidazo[1,2-a]pyrazin-8-ylamino}-cyclohexyl)-carbamic acid tert-butyl ester). The solvent is C(C)O (ethanol), Cl (HCl). Reaction conditions: time 8 hour. Yields the product ClC=1C=C(CNC2=CC=CC(=N2)C2=CN=C3N2C=CN=C3NC3CCC(CC3)N)C=CC1 (N-{3-[6-(3-chloro-benzylamino)-pyridin-2-yl]-imidazo[1,2-a]pyrazin-8-yl}-cyclohexane-1,4-diamine). RXN SMILES: C(OC(=O)[NH:7][CH:8]1[CH2:13][CH2:12][CH:11]([NH:14][C:15]2[C:16]3[N:17]([C:21]([C:24]4[CH:29]=[CH:28][CH:27]=[C:26]([NH:30][CH2:31][C:32]5[CH:37]=[CH:36][CH:35]=[C:34]([Cl:38])[CH:33]=5)[N:25]=4)=[CH:22][N:23]=3)[CH:18]=[CH:19][N:20]=2)[CH2:10][CH2:9]1)(C)(C)C>C(O)C.Cl>[Cl:38][C:34]1[CH:33]=[C:32]([CH:37]=[CH:36][CH:35]=1)[CH2:31][NH:30][C:26]1[N:25]=[C:24]([C:21]2[N:17]3[CH:18]=[CH:19][N:20]=[C:15]([NH:14][CH:11]4[CH2:10][CH2:9][CH:8]([NH2:7])[CH2:13][CH2:12]4)[C:16]3=[N:23][CH:22]=2)[CH:29]=[CH:28][CH:27]=1. Procedure details: The mixture of (4-{3-[6-(3-chloro-benzylamino)-pyridin-2-yl]-imidazo[1,2-a]pyrazin-8-ylamino}-cyclohexyl)-carbamic acid tert-butyl ester (430 mg, 0.78 mmol) in ethanol (4 mL) and concentrated HCl (4 mL) was stirred at room temperature overnight. The reaction mixture was then concentrated under reduced pressure. The obtained crude product was purified by preparative-HPLC to give N-{3-[6-(3-chloro-benzylamino)-pyridin-2-yl]-imidazo[1,2-a]pyrazin-8-yl}-cyclohexane-1,4-diamine; hydrochloride. (Yield... Starting materials: C(C)(C)C1C(NS(N1)(=O)=O)=O (4-isopropyl-1,2,5-thiadiazolidin-3-one 1,1-dioxide), C1(=CC=CC=C1)CBr (phenylmethyl bromide), C1(=CC=CC=C1)C.CN(C)C=O (toluene DMF). The reagents and catalysts are [Br-].C(CCC)[N+](CCCC)(CCCC)CCCC (tetrabutylammonium bromide). Product: C1(=CC=CC=C1)CN1S(NC(C1=O)CCC)(=O)=O (2-phenylmethyl-4-propyl-1,2,5-thiadiazolidin-3-one 1,1-dioxide). Yield: 72.0%. Reaction SMILES: [CH:1]([CH:4]1[NH:8][S:7](=[O:10])(=[O:9])[NH:6][C:5]1=[O:11])(C)[CH3:2].[C:12]1([CH2:18]Br)[CH:17]=[CH:16][CH:15]=[CH:14][CH:13]=1.[C:20]1(C)C=CC=CC=1.CN(C=O)C>[Br-].C([N+](CCCC)(CCCC)CCCC)CCC>[C:12]1([CH2:18][N:6]2[C:5](=[O:11])[CH:4]([CH2:1][CH2:2][CH3:20])[NH:8][S:7]2(=[O:10])=[O:9])[CH:17]=[CH:16][CH:15]=[CH:14][CH:13]=1 |f:2.3,4.5|. Procedure: Eight grams (44.94 mmol) of 4-isopropyl-1,2,5-thiadiazolidin-3-one 1,1-dioxide, phenylmethyl bromide (8.09 g, 47.2 mmol), and tetrabutylammonium bromide (1.5 g, 4.66 mmol) suspended in toluene/DMF (200 ml/50 ml) was allowed to react at 130° C. for 30 hours. The resulting mixture was cooled, the excess toluene was concentrated in vacuo, and the residue was diluted with 200 ml of water and extracted with ether/ethyl acetate (4:1, 700 ml). The organic layer was washed with water and brine, dried an...